This data is from the Open Reaction Database (ORD), a public repository of structured organic reaction records. The task is: describe an organic reaction: reactants, conditions, products, and yield Reactants: CCOC(C)=O, CCO, CO, ClCCl, [K+], NC(=C1Sc2ccc(Cl)cc2C1=O)c1ccccc1Cl, O, O=S(=O)([O-])O. The product is NC(=C1C(=O)c2cc(Cl)ccc2S1=O)c1ccccc1Cl. As a reaction SMILES: [C:27]([O:28][CH2:29][CH3:30])(=[O:31])[CH3:32].[CH3:36][CH2:37][OH:38].[CH3:39][OH:40].[Cl:33][CH2:34][Cl:35].[K+:26].[NH2:1][C:2](=[C:3]1[C:4](=[O:13])[c:5]2[c:6]([cH:8][cH:9][c:10]([Cl:12])[cH:11]2)[S:7]1)[c:14]1[c:15]([Cl:20])[cH:16][cH:17][cH:18][cH:19]1.[OH2:41].[S:21]([O-:22])(=[O:23])(=[O:24])[OH:25]>>[NH2:1][C:2](=[C:3]1[C:4](=[O:13])[c:5]2[c:6]([cH:8][cH:9][c:10]([Cl:12])[cH:11]2)[S:7]1=[O:22])[c:14]1[c:15]([Cl:20])[cH:16][cH:17][cH:18][cH:19]1. Reactants: CC(C)(C)c1ccc(N)cc1, C1CCOC1, CCN(C(C)C)C(C)C, O=C(Cl)c1cccc2cc(Oc3ncnc4[nH]ccc34)ccc12. The product is CC(C)(C)c1ccc(NC(=O)c2cccc3cc(Oc4ncnc5[nH]ccc45)ccc23)cc1. RXN SMILES: [C:24]([CH3:25])([CH3:26])([CH3:27])[c:28]1[cH:29][cH:30][c:31]([NH2:32])[cH:33][cH:34]1.[CH2:44]1[O:45][CH2:46][CH2:47][CH2:48]1.[CH:35]([N:36]([CH2:37][CH3:38])[CH:39]([CH3:40])[CH3:41])([CH3:42])[CH3:43].[n:1]1[cH:2][n:3][c:4]([O:10][c:11]2[cH:12][c:13]3[cH:14][cH:15][cH:16][c:17]([C:21](=[O:22])[Cl:23])[c:18]3[cH:19][cH:20]2)[c:5]2[c:6]1[nH:7][cH:8][cH:9]2>>[n:1]1[cH:2][n:3][c:4]([O:10][c:11]2[cH:12][c:13]3[cH:14][cH:15][cH:16][c:17]([C:21](=[O:22])[NH:32][c:31]4[cH:30][cH:29][c:28]([C:24]([CH3:25])([CH3:26])[CH3:27])[cH:34][cH:33]4)[c:18]3[cH:19][cH:20]2)[c:5]2[c:6]1[nH:7][cH:8][cH:9]2. Starting materials: C(C#CC)OC1=CC=C(C=C1)C[C@@H](C(=O)OC)NC(=O)[C@H]([C@@](C(=O)O)(O)CC(F)F)\C=C\CCCCCCC(CCCCCCC)=O ((E)-(2S,3S)-3-[(S)-2-(4-but-2-ynyloxy-phenyl)-1-methoxycarbonyl-ethylcarbamoyl]-2-(2,2-difluoro-ethyl)-2-hydroxy-12-oxo-nonadec-4-enoic acid), N[C@H](C(=O)OC(C)(C)C)CC1=CC=C(C=C1)OCCCC (tert-butyl (S)-2-amino-3-(4-butoxy-phenyl)-propionate), N[C@H](C(=O)OC)CC1=CC=C(C=C1)OCCCC (methyl (S)-2-amino-3-(4-butoxy-phenyl)-propionate). Yields the product C(CCC)OC1=CC=C(C=C1)C[C@@H](C(=O)O)NC(=O)[C@H]([C@@](C(=O)O)(O)CC(F)F)\C=C\CCCCCCC(CCCCCCC)=O ((E)-(2S,3S)-3-[(S)-2-(4-Butoxy-phenyl)-1-carboxy-ethylcarbamoyl]-2-(2,2-difluoro-ethyl)-2-hydroxy-12-oxo-nonadec-4-enoic acid). Reaction SMILES: [CH2:1]([O:5][C:6]1[CH:11]=[CH:10][C:9]([CH2:12][C@H:13]([NH:18][C:19]([C@@H:21](/[CH:31]=[CH:32]/[CH2:33][CH2:34][CH2:35][CH2:36][CH2:37][CH2:38][C:39](=[O:47])[CH2:40][CH2:41][CH2:42][CH2:43][CH2:44][CH2:45][CH3:46])[C@:22]([CH2:27][CH:28]([F:30])[F:29])([OH:26])[C:23]([OH:25])=[O:24])=[O:20])[C:14]([O:16]C)=[O:15])=[CH:8][CH:7]=1)[C:2]#[C:3][CH3:4].N[C@@H](CC1C=CC(OCCCC)=CC=1)C(OC(C)(C)C)=O.N[C@@H](CC1C=CC(OCCCC)=CC=1)C(OC)=O>>[CH2:1]([O:5][C:6]1[CH:11]=[CH:10][C:9]([CH2:12][C@H:13]([NH:18][C:19]([C@@H:21](/[CH:31]=[CH:32]/[CH2:33][CH2:34][CH2:35][CH2:36][CH2:37][CH2:38][C:39](=[O:47])[CH2:40][CH2:41][CH2:42][CH2:43][CH2:44][CH2:45][CH3:46])[C@:22]([CH2:27][CH:28]([F:30])[F:29])([OH:26])[C:23]([OH:25])=[O:24])=[O:20])[C:14]([OH:16])=[O:15])=[CH:8][CH:7]=1)[CH2:2][CH2:3][CH3:4]. Reported procedure: The title compound was synthesized by a method similar to that of No. 5509214, (E)-(2S,3S)-3-[(S)-2-(4-but-2-ynyloxy-phenyl)-1-methoxycarbonyl-ethylcarbamoyl]-2-(2,2-difluoro-ethyl)-2-hydroxy-12-oxo-nonadec-4-enoic acid, except that tert-butyl (S)-2-amino-3-(4-butoxy-phenyl)-propionate was used instead of No. 5509214, methyl (S)-2-amino-3-(4-butoxy-phenyl)-propionate. The reactants are [OH-].[Na+] (sodium hydroxide), O.[Br-].CC=1C(=NC(=CC1)C=C1C(C=CC=C1)[PH+](C1=CC=CC=C1)C1=CC=CC=C1)C1=NC=CC=C1 ([3-methyl-2,2'-bipyridin-6-yl-(methylene)]-triphenylphosphonium bromide monohydrate), C=O (formaldehyde), ClCCl (dichloromethane). The reagents and catalysts are [C-]#N.C(CCC)[N+](CCCC)(CCCC)CCCC (tetrabutylammonium cyanide), C(C)(C)(C)C1=C(C(=CC=C1C)O)C(C)(C)C (di-tert.-butyl-p-cresol). The solvent is O (water). Conditions: temperature 23 celsius, time 1 hour. Yields the product CC=1C(=NC(=CC1)C=C)C1=NC=CC=C1 (3-methyl-6-vinyl-2,2'-bipyridine). The yield is 71.9%. RXN SMILES: O.[Br-].[CH3:3][C:4]1[C:5]([C:30]2[CH:35]=[CH:34][CH:33]=[CH:32][N:31]=2)=[N:6][C:7]([CH:10]=[C:11]2C=CC=CC2[PH+](C2C=CC=CC=2)C2C=CC=CC=2)=[CH:8][CH:9]=1.C=O.ClCCl.[OH-].[Na+]>[C-]#N.C([N+](CCCC)(CCCC)CCCC)CCC.O.C(C1C(C)=CC=C(O)C=1C(C)(C)C)(C)(C)C>[CH3:3][C:4]1[C:5]([C:30]2[CH:35]=[CH:34][CH:33]=[CH:32][N:31]=2)=[N:6][C:7]([CH:10]=[CH2:11])=[CH:8][CH:9]=1 |f:0.1.2,5.6,7.8|. Procedure: 0.9 g (1.7 mmols) of [3-methyl-2,2'-bipyridin-6-yl-(methylene)]-triphenylphosphonium bromide monohydrate is dissolved in a well stirred emulsion consisting of 15 ml of 35% formaldehyde solution, 20 ml of dichloromethane, 5 mg of di-tert.-butyl-p-cresol and 22 mg of tetrabutylammonium cyanide. A solution of 0.5 g of sodium hydroxide in 2.5 ml of water is added dropwise at 25° C. After stirring for 1 hour at 23° C., the dichloromethane phase is separated off and washed with 20 ml of water. After t...